Dataset: the Open Reaction Database (ORD), a public repository of structured organic reaction records. Task: describe an organic reaction: reactants, conditions, products, and yield Starting materials: CCOCC, CC(C)(C)CC(=O)Cl, COc1ccc(NC(=O)CC(C)(C)C)cn1, CO, Cl, COc1ccc(N)cn1, C1CCOC1. Yields the product CC(C)(C)CC(=O)Nc1ccc(O)nc1. As a reaction SMILES: [CH3:18][CH2:19][O:20][CH2:21][CH3:22].[CH3:1][C:2]([CH3:3])([CH3:4])[CH2:5][C:6]([Cl:7])=[O:8].[CH3:24][O:25][c:26]1[cH:27][cH:28][c:29]([NH:32][C:33]([CH2:34][C:35]([CH3:36])([CH3:37])[CH3:38])=[O:39])[cH:30][n:31]1.[CH3:45][OH:46].[ClH:23].[NH2:9][c:10]1[cH:11][cH:12][c:13]([O:14][CH3:15])[n:16][cH:17]1.[O:40]1[CH2:41][CH2:42][CH2:43][CH2:44]1>>[OH:25][c:26]1[cH:27][cH:28][c:29]([NH:32][C:33]([CH2:34][C:35]([CH3:36])([CH3:37])[CH3:38])=[O:39])[cH:30][n:31]1. The reactants are [Li]CCCC (n-BuLi), CN(C=1S[C@@H]2[C@H](N1)[C@H]([C@@H]([C@H](O2)CO)OCC2=CC=C(C=C2)OC)OCC2=CC=C(C=C2)OC)C (((3aR,5R,6S,7R,7aR)-2-(Dimethylamino)-6,7-bis(4-methoxybenzyloxy)-5,6,7,7a-tetrahydro-3aH-pyrano[3,2-d]thiazol-5-yl)methanol), C(=O)[C@@H]1[C@H]([C@@H]([C@H]2N=C(S[C@H]2O1)N(C(OC(C)(C)C)=O)C)OCC1=CC=C(C=C1)OC)OCC1=CC=C(C=C1)OC (tert-butyl (3aR,5S,6S,7R,7aR)-5-formyl-6,7-bis(4-methoxybenzyloxy)-5,6,7,7a-tetrahydro-3aH-pyrano[3,2-d]thiazol-2-yl(methyl)carbamate), OC[C@@H]1[C@H]([C@@H]([C@H]2N=C(S[C@H]2O1)N(C(OC(C)(C)C)=O)C)OCC1=CC=C(C=C1)OC)OCC1=CC=C(C=C1)OC (tert-Butyl (3aR,5R,6S,7R,7aR)-5-(hydroxymethyl)-6,7-bis(4-methoxybenzyloxy)-5,6,7,7a-tetrahydro-3aH-pyrano[3,2-d]thiazol-2-yl(methyl)carbamate). Reagents/catalysts: [Br-].C[P+](C1=CC=CC=C1)(C1=CC=CC=C1)C1=CC=CC=C1 (methyltriphenylphosphonium bromide). The solvent is C1CCOC1 (THF), O1CCCC1 (tetrahydrofuran). Conditions: time 8 hour. Yields the product COC1=CC=C(CO[C@H]2[C@@H]([C@H]3N=C(S[C@H]3O[C@@H]2C=C)N(C(OC(C)(C)C)=O)C)OCC2=CC=C(C=C2)OC)C=C1 (tert-Butyl (3aR,5R,6R,7R,7aR)-6,7-bis(4-methoxybenzyloxy)-5-vinyl-5,6,7,7a-tetrahydro-3aH-pyrano[3,2-d]thiazol-2-yl(methyl)carbamate). RXN SMILES: [Li][CH2:2]CCC.[CH:6]([C@H:8]1[O:16][C@H:15]2[C@H:11]([N:12]=[C:13]([N:17]([CH3:25])[C:18](=[O:24])[O:19][C:20]([CH3:23])([CH3:22])[CH3:21])[S:14]2)[C@@H:10]([O:26][CH2:27][C:28]2[CH:33]=[CH:32][C:31]([O:34][CH3:35])=[CH:30][CH:29]=2)[C@@H:9]1[O:36][CH2:37][C:38]1[CH:43]=[CH:42][C:41]([O:44][CH3:45])=[CH:40][CH:39]=1)=O.OC[C@H]1O[C@H]2[C@H](N=C(N(C)C(=O)OC(C)(C)C)S2)[C@@H](OCC2C=CC(OC)=CC=2)[C@@H]1OCC1C=CC(OC)=CC=1.CN(C)C1S[C@H]2O[C@H](CO)[C@@H](OCC3C=CC(OC)=CC=3)[C@H](OCC3C=CC(OC)=CC=3)[C@H]2N=1>[Br-].C[P+](C1C=CC=CC=1)(C1C=CC=CC=1)C1C=CC=CC=1.O1CCCC1>[CH3:45][O:44][C:41]1[CH:42]=[CH:43][C:38]([CH2:37][O:36][C@@H:9]2[C@@H:8]([CH:6]=[CH2:2])[O:16][C@H:15]3[C@H:11]([N:12]=[C:13]([N:17]([CH3:25])[C:18](=[O:24])[O:19][C:20]([CH3:21])([CH3:22])[CH3:23])[S:14]3)[C@H:10]2[O:26][CH2:27][C:28]2[CH:33]=[CH:32][C:31]([O:34][CH3:35])=[CH:30][CH:29]=2)=[CH:39][CH:40]=1 |f:4.5|. Procedure details: A suspension of methyltriphenylphosphonium bromide (1.85 g, 5.18 mmol) in tetrahydrofuran (35 mL) was treated with n-BuLi (1.9 ml, 2.5M) for 30 min at 0° C., and followed by addition of tert-butyl (3aR,5S,6S,7R,7aR)-5-formyl-6,7-bis(4-methoxybenzyloxy)-5,6,7,7a-tetrahydro-3aH-pyrano[3,2-d]thiazol-2-yl(methyl)carbamate (44) prepared from compound 28 by a procedure identical to that described for the conversion of 10 to 11) (0.6 g, 1.05 mmol) in THF (5 mL). The resulting solution was stirred overn... Reactants: C(CCCCC)N(C(OCCl)=O)C (chloromethyl N-n-hexyl-N-methylcarbamate), O[C@H](C)[C@@H]1[C@@H]2N(C(=C([C@@H]2C)S\C=C/C2=C(N=CS2)CO)C(=O)[O-])C1=O.[Na+] (sodium (1R,5S,6S)-6-((1R)-1-hydroxyethyl)-2-[[(Z)-2-(4-hydroxymethylthiazol-5-yl)ethen-1-yl]thio]-1-methyl-1-carbapen-2-em-3-carboxylate). The product is O[C@H](C)[C@@H]1[C@@H]2N(C(=C([C@@H]2C)S\C=C/C2=C(N=CS2)CO)C(=O)OCOC(=O)N(C)CCCCCC)C1=O (N-(Hexan-1-yl)-N-methylaminocarbonyloxymethyl (1R,5S,6S)-6-((1R)-1-hydroxyethyl)-2-[[(Z)-2-(4-hydroxymethyl-thiazol-5-yl)ethen-1-yl]thio]-1-methyl-1-carbapen-2-em-3-carboxylate). Yield: 69.3%. As a reaction SMILES: [CH2:1]([N:7]([CH3:13])[C:8](=[O:12])[O:9][CH2:10]Cl)[CH2:2][CH2:3][CH2:4][CH2:5][CH3:6].[OH:14][C@@H:15]([C@H:17]1[C:37](=[O:38])[N:19]2[C:20]([C:34]([O-:36])=[O:35])=[C:21]([S:24]/[CH:25]=[CH:26]\[C:27]3[S:31][CH:30]=[N:29][C:28]=3[CH2:32][OH:33])[C@H:22]([CH3:23])[C@H:18]12)[CH3:16].[Na+]>>[OH:14][C@@H:15]([C@H:17]1[C:37](=[O:38])[N:19]2[C:20]([C:34]([O:36][CH2:10][O:9][C:8]([N:7]([CH2:1][CH2:2][CH2:3][CH2:4][CH2:5][CH3:6])[CH3:13])=[O:12])=[O:35])=[C:21]([S:24]/[CH:25]=[CH:26]\[C:27]3[S:31][CH:30]=[N:29][C:28]=3[CH2:32][OH:33])[C@H:22]([CH3:23])[C@H:18]12)[CH3:16] |f:1.2|. Procedure details: In the same manner as in step b) in Example 125, 206 mg of the title compound was prepared from 134 mg of chloromethyl N-n-hexyl-N-methylcarbamate and 217 mg of sodium (1R,5S,6S)-6-((1R)-1-hydroxyethyl)-2-[[(Z)-2-(4-hydroxymethylthiazol-5-yl)ethen-1-yl]thio]-1-methyl-1-carbapen-2-em-3-carboxylate. Starting materials: CN(C)CCCN, ClC(Cl)Cl, O=C(Cl)N1CCC(Oc2cccc(Cl)c2)C1, [Na+], [Na+], O=C([O-])[O-], O. Product: CN(C)CCCNC(=O)N1CCC(Oc2cccc(Cl)c2)C1. RXN SMILES: [CH3:23][N:24]([CH2:25][CH2:26][CH2:27][NH2:28])[CH3:29].[CH:30]([Cl:31])([Cl:32])[Cl:33].[Cl:1][c:2]1[cH:3][c:4]([O:5][CH:6]2[CH2:7][N:8]([C:11](=[O:12])[Cl:13])[CH2:9][CH2:10]2)[cH:14][cH:15][cH:16]1.[Na+:17].[Na+:18].[O-:19][C:20](=[O:21])[O-:22].[OH2:34]>>[Cl:1][c:2]1[cH:3][c:4]([O:5][CH:6]2[CH2:7][N:8]([C:11](=[O:12])[NH:28][CH2:27][CH2:26][CH2:25][N:24]([CH3:23])[CH3:29])[CH2:9][CH2:10]2)[cH:14][cH:15][cH:16]1. RXN SMILES: [CH2:1]([C:3]1[CH:4]=[C:5]([CH:33]2[CH2:38][CH2:37][N:36]([C:39]([O:41][C:42]([CH3:45])([CH3:44])[CH3:43])=[O:40])[CH2:35][CH2:34]2)[CH:6]=[CH:7][C:8]=1[NH:9][C:10]1[N:15]=[C:14]([CH2:16][CH2:17][C:18]2[CH:23]=[CH:22][CH:21]=[CH:20][C:19]=2[CH2:24][C:25](OC)=[O:26])[C:13]([C:29]([F:32])([F:31])[F:30])=[CH:12][N:11]=1)[CH3:2].O.[OH-].[Li+].C1C=CC2N(O)N=[N:55]C=2C=1.CCN=C=NCCCN(C)C.Cl.CCN(C(C)C)C(C)C.C(=O)([O-])[O-].[NH4+].[NH4+]>C1COCC1.O.CN(C=O)C>[NH2:55][C:25](=[O:26])[CH2:24][C:19]1[CH:20]=[CH:21][CH:22]=[CH:23][C:18]=1[CH2:17][CH2:16][C:14]1[C:13]([C:29]([F:30])([F:31])[F:32])=[CH:12][N:11]=[C:10]([NH:9][C:8]2[CH:7]=[CH:6][C:5]([CH:33]3[CH2:38][CH2:37][N:36]([C:39]([O:41][C:42]([CH3:44])([CH3:45])[CH3:43])=[O:40])[CH2:35][CH2:34]3)=[CH:4][C:3]=2[CH2:1][CH3:2])[N:15]=1 |f:1.2.3,5.6,8.9.10|. Run in CN(C)C=O (DMF), O (water), C1CCOC1 (THF). Conditions: time 18 hour. Starting materials: C=1C=CC2=C(C1)N=NN2O (HOBt), CCN=C=NCCCN(C)C.Cl (EDCl), CCN(C(C)C)C(C)C (DIPEA), O.[OH-].[Li+] (lithium hydroxide monohydrate), C([O-])([O-])=O.[NH4+].[NH4+] (ammonium carbonate), C(C)C=1C=C(C=CC1NC1=NC=C(C(=N1)CCC1=C(C=CC=C1)CC(=O)OC)C(F)(F)F)C1CCN(CC1)C(=O)OC(C)(C)C (tert-Butyl 4-(3-ethyl-4-((4-(2-(2-methoxy-2-oxoethyl)phenethyl)-5-(trifluoromethyl)pyrimidin-2-yl)amino)phenyl)piperidine-1-carboxylate). Isolated yield 0.0%. Product: ethyl acetate petroleum benzine, NC(CC1=C(CCC2=NC(=NC=C2C(F)(F)F)NC2=C(C=C(C=C2)C2CCN(CC2)C(=O)OC(C)(C)C)CC)C=CC=C1)=O (tert-Butyl 4-(4-((4-(2-(2-amino-2-oxoethyl)phenethyl)-5-(trifluoromethyl)pyrimidin-2-yl)amino)-3-ethylphenyl)piperidine-1-carboxylate). Reported procedure: tert-Butyl 4-(3-ethyl-4-((4-(2-(2-methoxy-2-oxoethyl)phenethyl)-5-(trifluoromethyl)pyrimidin-2-yl)amino)phenyl)piperidine-1-carboxylate (I43) (177 mg, 0.282 mmol) was dissolved in THF (10 mL), and a solution of lithium hydroxide monohydrate (59.0 mg, 1.41 mmol) in water (2 mL) was added. The mixture was stirred for 18 hours then concentrated. The residue was suspended in saturated sodium bicarbonate (20 mL), and extracted with ethyl acetate (3×20 mL). The combined ethyl acetate phases were washe... The reactants are C(C)C1N=NC(S1)=S (5-ethyl-2-thioxo-1,3,4-thiadiazoline), C(C)(=O)OCC1=C(N2C(C(C2SC1)NC(CC=1SC(SC1)=O)=O)=O)C(=O)O (3-Acetoxymethyl-2-carboxy-8-oxo-7-[(1,3-dithiol-2-on-4-yl)-acetamido]-5-thia-1-aza-bicyclo[4.2.0]oct-2-ene), Cl (hydrochloric acid). Run in O (water), C([O-])(O)=O.[Na+] (sodium bicarbonate), C([O-])(O)=O.[Na+] (sodium bicarbonate), O (water). Run at temperature 60 celsius. Yields the product C(=O)(O)C=1N2C(C(C2SCC1CSC=1SC(=NN1)CC)NC(CC=1SC(SC1)=O)=O)=O (2-carboxy-3-[(5-ethyl-1,3,4-thiadiazol-2-yl)-thiomethyl]-8-oxo-7-[(1,3-dithiol-2-on-4-yl)-acetamido]-5-thia-1-aza-bicyclo[4.2.0]oct-2-ene). Yield: 23.8%. As a reaction SMILES: C(O[CH2:5][C:6]1[CH2:13][S:12][CH:11]2[N:8]([C:9](=[O:24])[CH:10]2[NH:14][C:15](=[O:23])[CH2:16][C:17]2[S:18][C:19](=[O:22])[S:20][CH:21]=2)[C:7]=1[C:25]([OH:27])=[O:26])(=O)C.[CH2:28]([CH:30]1[S:34][C:33](=[S:35])[N:32]=[N:31]1)[CH3:29].Cl>O.C(=O)(O)[O-].[Na+]>[C:25]([C:7]1[N:8]2[CH:11]([S:12][CH2:13][C:6]=1[CH2:5][S:35][C:33]1[S:34][C:30]([CH2:28][CH3:29])=[N:31][N:32]=1)[CH:10]([NH:14][C:15](=[O:23])[CH2:16][C:17]1[S:18][C:19](=[O:22])[S:20][CH:21]=1)[C:9]2=[O:24])([OH:27])=[O:26] |f:4.5|. Procedure details: 3-Acetoxymethyl-2-carboxy-8-oxo-7-[(1,3-dithiol-2-on-4-yl)-acetamido]-5-thia-1-aza-bicyclo[4.2.0]oct-2-ene (7 g.) is dissolved in distilled water (100 cc.) and sodium bicarbonate (1.46 g.). A solution of 5-ethyl-2-thioxo-1,3,4-thiadiazoline (2.63 g.) in distilled water (60 cc.) and sodium bicarbonate (1.46 g.) is added and the resulting solution is heated to 60° C. for 6 hours. After cooling, it is acidified to pH 5.5 by adding 4 N hydrochloric acid and is then extracted twice with ethyl acetate... The reactants are CN1C(N=CC=C1)=S (1-methyl-1H-pyrimidine-2-thione), BrCCNS(=O)(=O)C1=CC=C(C=C1)NC(CCC1=CC(=C(C(=C1)C(C)(C)C)O)C(C)(C)C)=O (N-[4-(2-bromo-ethylsulfamoyl)-phenyl]-3-(3,5-di-tert-butyl-4-hydroxy-phenyl)-propionamide), C(C)(C)(C)OC (tert.-butyl-methyl ether). Solvent: C(C)(=O)OCC (ethyl acetate), C(CC)O (1-propanol). The product is [Br-].C(C)(C)(C)C=1C=C(C=C(C1O)C(C)(C)C)CCC(=O)NC1=CC=C(C=C1)S(=O)(=O)NCCSC1=[N+](C=CC=N1)C (2-(2- {4-[3-(3,5-Di-tert-butyl-4-hydroxy-phenyl)-propionylamino]-benzene-sulfonylamino}-ethylsulfanyl)-1-methyl-pyrimidin-1-ium bromide). As a reaction SMILES: [CH3:1][N:2]1[CH:7]=[CH:6][CH:5]=[N:4][C:3]1=[S:8].[Br:9][CH2:10][CH2:11][NH:12][S:13]([C:16]1[CH:21]=[CH:20][C:19]([NH:22][C:23](=[O:41])[CH2:24][CH2:25][C:26]2[CH:31]=[C:30]([C:32]([CH3:35])([CH3:34])[CH3:33])[C:29]([OH:36])=[C:28]([C:37]([CH3:40])([CH3:39])[CH3:38])[CH:27]=2)=[CH:18][CH:17]=1)(=[O:15])=[O:14].C(OC)(C)(C)C>C(O)CC.C(OCC)(=O)C>[Br-:9].[C:32]([C:30]1[CH:31]=[C:26]([CH2:25][CH2:24][C:23]([NH:22][C:19]2[CH:20]=[CH:21][C:16]([S:13]([NH:12][CH2:11][CH2:10][S:8][C:3]3[N:4]=[CH:5][CH:6]=[CH:7][N+:2]=3[CH3:1])(=[O:14])=[O:15])=[CH:17][CH:18]=2)=[O:41])[CH:27]=[C:28]([C:37]([CH3:39])([CH3:40])[CH3:38])[C:29]=1[OH:36])([CH3:33])([CH3:34])[CH3:35] |f:5.6|. Procedure: A stirred mixture of 1-methyl-1H-pyrimidine-2-thione (2.76 g, 0.0219 mol) and N-[4-(2-bromo-ethylsulfamoyl)-phenyl]-3-(3,5-di-tert-butyl-4-hydroxy-phenyl)-propionamide (9.98 g, 0.0185 mol) in 1-propanol (25 ml) was heated at reflux for 2.5 hours. The mixture was spin-evaporated in vacuo to give a solid residue. The residue was dissolved in ethyl acetate (200 g) and mixed with tert.-butyl-methyl ether (20 g) to give two liquid phases. The lower phase was concentrated in vacuo to give2-(2-{4-[3-(3...